describe an organic reaction: reactants, conditions, products, and yield From a dataset of the Open Reaction Database (ORD), a public repository of structured organic reaction records. Starting materials: CC1=C(C(=NO1)C1=CC=CC=C1)COC1=NC=C(C(=O)O)C=C1 (6-(5-methyl-3-phenyl-isoxazol-4-ylmethoxy)-nicotinic acid), NC1CN(CCC1)CC (3-amino-N-ethylpiperidine). Isolated yield 95.0%. Reported procedure: As described for example 8b, 6-(5-methyl-3-phenyl-isoxazol-4-ylmethoxy)-nicotinic acid (100 mg, 0.32 mmol) was converted, using 3-amino-N-ethylpiperidine (1 M in DMF) instead of methylamine, to the title compound (64 mg, 95%) which was obtained as an off white foam. MS: m/e=421.3 [M+H]+. Product: C(C)N1CC(CCC1)NC(C1=CN=C(C=C1)OCC=1C(=NOC1C)C1=CC=CC=C1)=O (N-(1-Ethyl-piperidin-3-yl)-6-(5-methyl-3-phenyl-isoxazol-4-ylmethoxy)-nicotinamide). As a reaction SMILES: [CH3:1][C:2]1[O:6][N:5]=[C:4]([C:7]2[CH:12]=[CH:11][CH:10]=[CH:9][CH:8]=2)[C:3]=1[CH2:13][O:14][C:15]1[CH:23]=[CH:22][C:18]([C:19]([OH:21])=O)=[CH:17][N:16]=1.[NH2:24][CH:25]1[CH2:30][CH2:29][CH2:28][N:27]([CH2:31][CH3:32])[CH2:26]1>>[CH2:31]([N:27]1[CH2:28][CH2:29][CH2:30][CH:25]([NH:24][C:19](=[O:21])[C:18]2[CH:22]=[CH:23][C:15]([O:14][CH2:13][C:3]3[C:4]([C:7]4[CH:8]=[CH:9][CH:10]=[CH:11][CH:12]=4)=[N:5][O:6][C:2]=3[CH3:1])=[N:16][CH:17]=2)[CH2:26]1)[CH3:32]. The product is OCC(COC1=C(C=C(C=O)C=C1)OC)OC1=C(C=C(C=O)C=C1)OC (4,4'-[[1-(hydroxymethyl)-1,2-ethanediyl]bis(oxy)]bis[3-methoxybenzaldehyde]). Reaction SMILES: [O:1]=[CH:2][C:3]1[CH:11]=[CH:10][C:8]([OH:9])=[C:5]([O:6][CH3:7])[CH:4]=1.Br[CH:13]([CH2:16]Br)[CH2:14][OH:15]>>[OH:15][CH2:14][CH:13]([O:9][C:8]1[CH:10]=[CH:11][C:3]([CH:2]=[O:1])=[CH:4][C:5]=1[O:6][CH3:7])[CH2:16][O:9][C:8]1[CH:10]=[CH:11][C:3]([CH:2]=[O:1])=[CH:4][C:5]=1[O:6][CH3:7]. Starting materials: O=CC1=CC(OC)=C(O)C=C1 (Vanillin), BrC(CO)CBr (2,3-dibromopropanol). Procedure: Vanillin (30.4 g, 0.2 m) is reacted with 2,3-dibromopropanol (21.8 g, 0.1 mol) according to the procedure employed in Example 41 to obtain 25.86 g of 4,4'-[[1-(hydroxymethyl)-1,2-ethanediyl]bis(oxy)]bis[3-methoxybenzaldehyde]. This intermediate (3.60 g, 0.01 m) is reacted with ethyl cyanoacetate as described in Example 41 to yield 4.3 g of product which mas spectroscopy indicated had the structure: ##STR32## When dissolved in methylene chloride, the product has an absorption maximum (λmax) at 36... Isolated yield 71.8%. Reactants: C(C1=CC=CC=C1)C=1SC2=C(N1)C=CC(=C2)C (2-benzyl-6-methyl-benzothiazole), C1CC(=O)N(C1=O)Br (NBS), CC(C)(C#N)N=NC(C)(C)C#N (AIBN), C(Cl)(Cl)(Cl)Cl (carbon tetrachloride). Solvent: C(Cl)(Cl)Cl (chloroform). Yields the product C(C1=CC=CC=C1)C=1SC2=C(N1)C=CC(=C2)CBr (2-Benzyl-6-bromomethyl-benzothiazole). Yield: 25.0%. RXN SMILES: [CH2:1]([C:8]1[S:9][C:10]2[CH:16]=[C:15]([CH3:17])[CH:14]=[CH:13][C:11]=2[N:12]=1)[C:2]1[CH:7]=[CH:6][CH:5]=[CH:4][CH:3]=1.C1C(=O)N([Br:25])C(=O)C1.CC(N=NC(C#N)(C)C)(C#N)C.C(Cl)(Cl)(Cl)Cl>C(Cl)(Cl)Cl>[CH2:1]([C:8]1[S:9][C:10]2[CH:16]=[C:15]([CH2:17][Br:25])[CH:14]=[CH:13][C:11]=2[N:12]=1)[C:2]1[CH:7]=[CH:6][CH:5]=[CH:4][CH:3]=1. Procedure details: Combine 2-benzyl-6-methyl-benzothiazole (0.6 g, 2.51 mmol), NBS (0.5 g, 2.63 mmol), AIBN (40 mg, 0.25 mmol), carbon tetrachloride (10 mL) and reflux for 3 h. Cool the reaction mixture to ambient temperature, dilute with chloroform and wash with water. Dry the combined organic extracts over anhydrous Na2SO4, evaporate the solvent and purify by chromatography on silica gel eluting with hexane/EtOAc (1:0 and 9:1) to obtain the title compound as a white solid (0.2 g, 69%). MS (ES+) m/z: 319 (M+H)+.